This data is from the Open Reaction Database (ORD), a public repository of structured organic reaction records. The task is: describe an organic reaction: reactants, conditions, products, and yield The reactants are Oc1c(Br)cc(F)cc1Br, O=C([O-])[O-], CCC(C)=O, CCOCC, ClCCBr, [K+], [K+]. Yields the product Fc1cc(Br)c(OCCCl)c(Br)c1. As a reaction SMILES: [Br:1][c:2]1[c:3]([OH:10])[c:4]([Br:9])[cH:5][c:6]([F:8])[cH:7]1.[C:11](=[O:12])([O-:13])[O-:14].[CH3:21][C:22](=[O:23])[CH2:24][CH3:25].[CH3:26][CH2:27][O:28][CH2:29][CH3:30].[Cl:17][CH2:18][CH2:19][Br:20].[K+:15].[K+:16]>>[Br:1][c:2]1[c:3]([O:10][CH2:19][CH2:18][Cl:17])[c:4]([Br:9])[cH:5][c:6]([F:8])[cH:7]1. The reactants are C([O-])([O-])=O.[K+].[K+] (potassium carbonate), ClC1=C(C(=C(N=N1)NN)C)CC ((6-Chloro-5-ethyl-4-methylpyridazin-3-yl)hydrazine), O (water), N#CBr (cyanogen bromide). The solvent is C(C)O.O (ethanol water). Run at time 8 hour. Product: ClC=1C(=C(C=2N(N1)C(=NN2)N)C)CC (6-Chloro-7-ethyl-8-methyl-[1,2,4]triazolo[4,3-b]pyridazin-3-ylamine). Yield: 99.9%. Reaction SMILES: [Cl:1][C:2]1[N:7]=[N:6][C:5]([NH:8][NH2:9])=[C:4]([CH3:10])[C:3]=1[CH2:11][CH3:12].[N:13]#[C:14]Br.O.C(=O)([O-])[O-].[K+].[K+]>C(O)C.O>[Cl:1][C:2]1[C:3]([CH2:11][CH3:12])=[C:4]([CH3:10])[C:5]2[N:6]([C:14]([NH2:13])=[N:9][N:8]=2)[N:7]=1 |f:3.4.5,6.7|. Procedure details: (6-Chloro-5-ethyl-4-methylpyridazin-3-yl)hydrazine (W3.007; 340 mg) was dissolved in ethanol/water (10/2 ml) at RT while stirring. Thereafter, cyanogen bromide (386 mg, dissolved in 5 ml of ethanol and 1 ml of water) was cautiously added dropwise. After stirring at RT for 5 h, the mixture was left to stand overnight and then the solvent was drawn off, and the residue was admixed with water. Once the residue had been alkalized with saturated potassium carbonate solution, it was extracted three ti... The product is COc1ccc2ccc(=O)n(CCN3CCC(NCc4cc5c(cn4)OCCO5)CC3)c2n1. The reactants are C[O-], CO, O=c1ccc2ccc(Cl)nc2n1CCN1CCC(NCc2cc3c(cn2)OCCO3)CC1, [Na+]. As a reaction SMILES: [CH3:33][O-:34].[CH3:36][OH:37].[Cl:1][c:2]1[cH:3][cH:4][c:5]2[cH:6][cH:7][c:8](=[O:32])[n:9]([CH2:12][CH2:13][N:14]3[CH2:15][CH2:16][CH:17]([NH:20][CH2:21][c:22]4[cH:23][c:24]5[c:25]([cH:26][n:27]4)[O:28][CH2:29][CH2:30][O:31]5)[CH2:18][CH2:19]3)[c:10]2[n:11]1.[Na+:35]>>[c:2]1([O:34][CH3:33])[cH:3][cH:4][c:5]2[cH:6][cH:7][c:8](=[O:32])[n:9]([CH2:12][CH2:13][N:14]3[CH2:15][CH2:16][CH:17]([NH:20][CH2:21][c:22]4[cH:23][c:24]5[c:25]([cH:26][n:27]4)[O:28][CH2:29][CH2:30][O:31]5)[CH2:18][CH2:19]3)[c:10]2[n:11]1. Starting materials: N1S(N2CCCC3=CC=CC1=C23)(=O)=O (5,6-dihydro(1H,4H)-1,2,5-thiadiazolo[4,3,2-ij]quinoline 2,2-dioxide), [H-].[Na+] (sodium hydride), O (water), ClCCCN1CCN(CC1)C1=CC=C(C=C1)F (1-(3-chloropropyl)-4-(4-fluoro-phenyl)piperazine). Isolated yield 65.8%. RXN SMILES: [NH:1]1[C:11]2=[C:12]3[C:7](=[CH:8][CH:9]=[CH:10]2)[CH2:6][CH2:5][CH2:4][N:3]3[S:2]1(=[O:14])=[O:13].[H-].[Na+].Cl[CH2:18][CH2:19][CH2:20][N:21]1[CH2:26][CH2:25][N:24]([C:27]2[CH:32]=[CH:31][C:30]([F:33])=[CH:29][CH:28]=2)[CH2:23][CH2:22]1.O>CN(C)C=O.C(OCC)(=O)C>[F:33][C:30]1[CH:29]=[CH:28][C:27]([N:24]2[CH2:23][CH2:22][N:21]([CH2:20][CH2:19][CH2:18][N:1]3[C:11]4=[C:12]5[C:7](=[CH:8][CH:9]=[CH:10]4)[CH2:6][CH2:5][CH2:4][N:3]5[S:2]3(=[O:13])=[O:14])[CH2:26][CH2:25]2)=[CH:32][CH:31]=1 |f:1.2|. Reported procedure: A solution of 5,6-dihydro(1H,4H)-1,2,5-thiadiazolo[4,3,2-ij]quinoline 2,2-dioxide (5.34 g) in dry N,N-dimethylformamide (50 cc) is added dropwise to a suspension of sodium hydride (0.72 g, 80% suspension in oil) in N,N-dimethylformamide (20 cc). After 15 minutes' stirring, 1-(3-chloropropyl)-4-(4-fluoro-phenyl)piperazine (7.68 g) is added. The reaction mixture is heated to 100° C. for 1 hour and 30 minutes and is then cooled and poured into a mixture of water (300 cc) and ethyl acetate (500 cm).... Run at temperature 100 celsius, time 15 minute. Run in CN(C=O)C (N,N-dimethylformamide), CN(C=O)C (N,N-dimethylformamide), C(C)(=O)OCC (ethyl acetate). The product is FC1=CC=C(C=C1)N1CCN(CC1)CCCN1S(N2CCCC3=CC=CC1=C23)(=O)=O (1-[3-(4-(4-Fluorophenyl)piperazinyl)propyl]-5,6-dihydro(1H,4H)-1,2,5-thiadiazolo[4,3,2-ij]quinoline 2,2-dioxide). The product is O=C(NCCOc1ccc(CC(Oc2cccc(F)c2)C(=O)O)cc1)c1ccc(-c2ccccn2)cc1. Reaction SMILES: [F:1][c:2]1[cH:3][c:4]([O:5][CH:6]([C:7](=[O:8])[O:9][CH2:10][CH3:11])[CH2:12][c:13]2[cH:14][cH:15][c:16]([O:19][CH2:20][CH2:21][NH:22][C:23]([c:24]3[cH:25][cH:26][c:27](-[c:30]4[n:31][cH:32][cH:33][cH:34][cH:35]4)[cH:28][cH:29]3)=[O:36])[cH:17][cH:18]2)[cH:37][cH:38][cH:39]1.[Na+:41].[OH-:40]>>[F:1][c:2]1[cH:3][c:4]([O:5][CH:6]([C:7](=[O:8])[OH:9])[CH2:12][c:13]2[cH:14][cH:15][c:16]([O:19][CH2:20][CH2:21][NH:22][C:23]([c:24]3[cH:25][cH:26][c:27](-[c:30]4[n:31][cH:32][cH:33][cH:34][cH:35]4)[cH:28][cH:29]3)=[O:36])[cH:17][cH:18]2)[cH:37][cH:38][cH:39]1. Starting materials: CCOC(=O)C(Cc1ccc(OCCNC(=O)c2ccc(-c3ccccn3)cc2)cc1)Oc1cccc(F)c1, [Na+], [OH-]. Starting materials: O=C([O-])[O-], CC1(C=O)COC(C)(C)O1, CO, Cl, NO, [Na+], [Na+], O. Product: CC1(C=NO)COC(C)(C)O1. RXN SMILES: [C:14](=[O:15])([O-:16])[O-:17].[CH3:1][C:2]1([CH3:10])[O:3][CH2:4][C:5]([CH:7]=[O:8])([CH3:9])[O:6]1.[CH3:21][OH:22].[ClH:11].[NH2:12][OH:13].[Na+:18].[Na+:19].[OH2:20]>>[CH3:1][C:2]1([CH3:10])[O:3][CH2:4][C:5]([CH:7]=[N:12][OH:13])([CH3:9])[O:6]1. Reactants: [BH4-], CC(=O)O, COc1ccc([N+](=O)[O-])cc1NC=O, [Na+], C1COCCO1. Yields the product CNc1cc([N+](=O)[O-])ccc1OC. RXN SMILES: [BH4-:15].[CH3:17][C:18](=[O:19])[OH:20].[CH:1](=[O:2])[NH:3][c:4]1[c:5]([O:13][CH3:14])[cH:6][cH:7][c:8]([N+:10](=[O:11])[O-:12])[cH:9]1.[Na+:16].[O:21]1[CH2:22][CH2:23][O:24][CH2:25][CH2:26]1>>[CH3:1][NH:3][c:4]1[c:5]([O:13][CH3:14])[cH:6][cH:7][c:8]([N+:10](=[O:11])[O-:12])[cH:9]1. The reactants are C[Li] (Methyllithium), CC(CC=1N=C(N(C1)S(=O)(=O)N(C)C)C(CC1=CC=C(C=C1)N1N=CC=C1)=O)(C)C (4-(2,2-dimethylpropyl)-N,N-dimethyl-2-{[4-(1H-pyrazol-1-yl)phenyl]acetyl}-1H-imidazole-1-sulfonamide). The solvent is O1CCCC1 (tetrahydrofuran). Conditions: temperature -78 celsius, time 30 minute. Product: CC(CC=1N=C(N(C1)S(=O)(=O)N(C)C)C(CC1=CC=C(C=C1)N1N=CC=C1)(C)O)(C)C (4-(2,2-dimethylpropyl)-2-{1-hydroxy-1-methyl-2-[4-(1H-pyrazol-1-yl)phen yl]ethyl}-N,N-dimethyl-1H-imidazole-1-sulfonamide). Reaction SMILES: [CH3:1][Li].[CH3:3][C:4]([CH3:32])([CH3:31])[CH2:5][C:6]1[N:7]=[C:8]([C:17](=[O:30])[CH2:18][C:19]2[CH:24]=[CH:23][C:22]([N:25]3[CH:29]=[CH:28][CH:27]=[N:26]3)=[CH:21][CH:20]=2)[N:9]([S:11]([N:14]([CH3:16])[CH3:15])(=[O:13])=[O:12])[CH:10]=1>O1CCCC1>[CH3:3][C:4]([CH3:32])([CH3:31])[CH2:5][C:6]1[N:7]=[C:8]([C:17]([OH:30])([CH3:1])[CH2:18][C:19]2[CH:24]=[CH:23][C:22]([N:25]3[CH:29]=[CH:28][CH:27]=[N:26]3)=[CH:21][CH:20]=2)[N:9]([S:11]([N:14]([CH3:16])[CH3:15])(=[O:12])=[O:13])[CH:10]=1. Procedure: Methyllithium (1.6 M in diethyl ether) (0.327 mL, 0.524 mmol) was added to a −78° C. solution of 4-(2,2-dimethylpropyl)-N,N-dimethyl-2-{[4-(1H-pyrazol-1-yl)phenyl]acetyl}-1H-imidazole-1-sulfonamide (75 mg, 0.175 mmol) in tetrahydrofuran (2 mL). After stirring at −78° C. for 30 min, the reaction mixture was quenched with saturated aqueous ammonium chloride and extracted with methylene chloride. The combined organic extracts were dried (sodium sulfate) and concentrated in vacuo. Chromatography ove...